From a dataset of the Open Reaction Database (ORD), a public repository of structured organic reaction records. describe an organic reaction: reactants, conditions, products, and yield Procedure details: A solution of 1 g (4.4 mmol) 2,3-dihydroxy-6-trifluoromethylquinoxaline in 10 ml concentrated H2SO4 is ice-cooled and 438 mg (4.4 mmol) KNO3 is added. The mixture is stirred at 0° C. for 0.5 and at 24Z° C. for 3 h. The reaction mixture is poured into ice-water to give 1.02 g. The crude product is dissolved in 2N NaOH. Addition of 4N HCl to pH 5 gives 0.86 g (72%) 2,3-dihydroxy-6-nitro-7-trifluoromethylquinoxaline, m.p. >300° C. The solvent is [OH-].[Na+] (NaOH), OS(=O)(=O)O (H2SO4). As a reaction SMILES: [OH:1][C:2]1[C:11]([OH:12])=[N:10][C:9]2[C:4](=[CH:5][CH:6]=[C:7]([C:13]([F:16])([F:15])[F:14])[CH:8]=2)[N:3]=1.[N+:17]([O-])([O-:19])=[O:18].[K+].Cl>OS(O)(=O)=O.[OH-].[Na+]>[OH:12][C:11]1[C:2]([OH:1])=[N:3][C:4]2[C:9](=[CH:8][C:7]([C:13]([F:16])([F:14])[F:15])=[C:6]([N+:17]([O-:19])=[O:18])[CH:5]=2)[N:10]=1 |f:1.2,5.6|. Reactants: OC1=NC2=CC=C(C=C2N=C1O)C(F)(F)F (2,3-dihydroxy-6-trifluoromethylquinoxaline), crude product, Cl (HCl), [N+](=O)([O-])[O-].[K+] (KNO3), ice water. Yields the product OC1=NC2=CC(=C(C=C2N=C1O)[N+](=O)[O-])C(F)(F)F (2,3-dihydroxy-6-nitro-7-trifluoromethylquinoxaline). Conditions: temperature 0 celsius, time 3 hour. Yield: 71.0%. The reactants are CO (methanol), C(C)(=O)Cl (acetyl chloride), NC=1C=C(C(=O)O)C=CC1O (3-amino-4-hydroxybenzoic acid), C(O)([O-])=O.[Na+] (sodium hydrogencarbonate). Reported procedure: 100 ml of methanol are introduced into a 500 ml three-necked flask and then, at 0° C., 9.75 ml of acetyl chloride are added dropwise. 5 g of 3-amino-4-hydroxybenzoic acid are subsequently added at 0° C. and then the reaction medium is stirred at ambient temperature for eighteen hours. A saturated solution of sodium hydrogencarbonate in water is subsequently added at 0° C. and the mixture is extracted three times with ethyl acetate. The organic phases are combined and then dried over magnesium su... Product: NC=1C=C(C(=O)OC)C=CC1O (Methyl 3-amino-4-hydroxybenzoate). Solvent: O (water). As a reaction SMILES: CO.[C:3](Cl)(=O)C.[NH2:7][C:8]1[CH:9]=[C:10]([CH:14]=[CH:15][C:16]=1[OH:17])[C:11]([OH:13])=[O:12].C(=O)([O-])O.[Na+]>O>[NH2:7][C:8]1[CH:9]=[C:10]([CH:14]=[CH:15][C:16]=1[OH:17])[C:11]([O:13][CH3:3])=[O:12] |f:3.4|. The product is COC(C(=O)[O-])C(C(=O)[O-])S(=O)(=O)O.[Na+].[Na+].[Na+] (Trisodium α-methoxy-β-sulfosuccinate). Starting materials: S(=O)(=O)(O)/C=1/C(=O)OC(\C1)=O (Sulfomaleic anhydride), CO (methanol), C[O-].[Na+] (sodium methoxide), CO (methanol). Procedure details: Sulfomaleic anhydride, 3.9 gm, was dissolved in 25 ml of methanol and refluxed for 5 hours. Then, 24 gm of 25% sodium methoxide in methanol was added and the solution was refluxed for 2 hours. The methanol was then evaporated and the residue was dissolved in 100 ml of water and heated for 1 hour at 80°C. The solution was then decolorized with 5 gm of charcoal, filtered and evaporated. The crude residue of trisodium α-methoxy-β-sulfosuccinate was purified by trituration with acetic acid and then ... Conditions: temperature 80 celsius. RXN SMILES: [S:1]([C:5]1[C:6]([O:8][C:9](=[O:11])[CH:10]=1)=[O:7])([OH:4])(=[O:3])=[O:2].[CH3:12][O-:13].[Na+:14].C[OH:16]>>[CH3:12][O:13][CH:10]([CH:5]([S:1]([OH:4])(=[O:3])=[O:2])[C:6]([O-:16])=[O:7])[C:9]([O-:8])=[O:11].[Na+:14].[Na+:14].[Na+:14] |f:1.2,4.5.6.7|. The reactants are O([C@@H]1[C@H](O)[C@@H](O)[C@H](O)[C@H](O1)CO)C(C)C (isopropyl α-D-glucopyranoside), C(CCCCCCC)(=O)O (octanoic acid), C1CSSC1CCCCC(=O)N (Lipozyme). Conditions: time 48 hour. Isolated yield 68.9%. RXN SMILES: [O:1]([CH:13]([CH3:15])[CH3:14])[C@H:2]1[O:10][C@H:9]([CH2:11][OH:12])[C@@H:7]([OH:8])[C@H:5]([OH:6])[C@H:3]1[OH:4].[C:16](O)(=[O:24])[CH2:17][CH2:18][CH2:19][CH2:20][CH2:21][CH2:22][CH3:23].C1C(CCCCC(N)=O)SSC1>CC(=O)CC>[C:16]([O:12][CH2:11][C@H:9]1[O:10][C@H:2]([O:1][CH:13]([CH3:15])[CH3:14])[C@H:3]([OH:4])[C@@H:5]([OH:6])[C@@H:7]1[OH:8])(=[O:24])[CH2:17][CH2:18][CH2:19][CH2:20][CH2:21][CH2:22][CH3:23]. Product: C(CCCCCCC)(=O)OC[C@@H]1[C@H]([C@@H]([C@H]([C@@H](OC(C)C)O1)O)O)O (isopropyl 6-O-octanoyl-α-D-glucopyranoside). The solvent is CC(CC)=O (2-butanone). Procedure details: To a stirred solution of isopropyl α-D-glucopyranoside (1.1 g, 5 mmol) and octanoic acid (0.9 g, 6.25 mmol) in 100 ml 2-butanone was added immobilized lipase (0.5 g Lipozyme™, see example 8). Stirring was continued at 60° C. for 48 hours. The enzyme was removed by filtration and the solvent was removed in vacuo followed by chromatography yielding 1.2 g (70%) of the product 1H NMR (400 MHz, CDCl3) δ: 0.88 (t, J=6.7 Hz, 3H); 1.19 (d, J=6.1 Hz, 3H); 1.24 (d, J=6.2 Hz, 3H); 1.28 (m, 8H); 1.62 (m, 2H... Starting materials: CC[N+](CC)(CC)Cc1ccccc1, [Cl-], ClCCOCCCl, [Na+], [OH-], O=C(O)Cc1ccncc1. The product is O=C(O)C1(c2ccncc2)CCOCC1. RXN SMILES: [CH2:21]([N+:22]([CH2:23][CH3:24])([CH2:25][CH3:26])[CH2:27][CH3:28])[c:29]1[cH:30][cH:31][cH:32][cH:33][cH:34]1.[Cl-:20].[Cl:11][CH2:12][CH2:13][O:14][CH2:15][CH2:16][Cl:17].[Na+:19].[OH-:18].[n:1]1[cH:2][cH:3][c:4]([CH2:7][C:8](=[O:9])[OH:10])[cH:5][cH:6]1>>[n:1]1[cH:2][cH:3][c:4]([C:7]2([C:8](=[O:9])[OH:10])[CH2:12][CH2:13][O:14][CH2:15][CH2:16]2)[cH:5][cH:6]1. Reactants: COC(=O)N1C(=O)C=CC1=O, Cl, NCC(=O)O, [Na+], O=C([O-])O, O. Yields the product O=C(O)CN1C(=O)C=CC1=O. Reaction SMILES: [CH3:6][O:7][C:8]([N:9]1[C:11](=[O:16])[CH:12]=[CH:13][C:14]1=[O:15])=[O:10].[ClH:17].[NH2:1][CH2:2][C:3]([OH:4])=[O:5].[Na+:22].[O-:18][C:19]([OH:20])=[O:21].[OH2:23]>>[N:1]1([CH2:2][C:3]([OH:4])=[O:5])[C:11](=[O:16])[CH:12]=[CH:13][C:14]1=[O:15]. Starting materials: CP(OCCC(C)C)[O-] (isopentyl methanephosphonite), CC(=O)OC(C=C)C#N (acrolein cyanohydrin acetate). Run at temperature 72 celsius, time 2.75 hour. Product: C(C)(=O)OC(CCP(OCCC(C)C)(=O)C)C#N (isopentyl (3-acetoxy-3-cyanopropyl)methylphosphinate). Yield: 102.3%. RXN SMILES: [CH3:1][P:2]([O-:9])[O:3][CH2:4][CH2:5][CH:6]([CH3:8])[CH3:7].[CH3:10][C:11]([O:13][CH:14]([C:17]#[N:18])[CH:15]=[CH2:16])=[O:12]>>[C:11]([O:13][CH:14]([C:17]#[N:18])[CH2:15][CH2:16][P:2]([CH3:1])(=[O:9])[O:3][CH2:4][CH2:5][CH:6]([CH3:8])[CH3:7])(=[O:12])[CH3:10]. Reported procedure: 235.0 g of isopentyl methanephosphonite are heated to 72° C. under nitrogen. 0.5 g of tert.-amyl perpivalate is added to the solution, and 63.9 g of acrolein cyanohydrin acetate, in which 3.6 g of tert.-butyl pereodecanoate are dissolved, are added dropwise, with vigorous stirring at 72° C., within 2.75 hours. After reaction is complete, the mixture is stirred at 72° C. for 5 min, and 154.8 g of isopentyl methanephosphonite are distilled out. (Recovery: 94.8%). 143.8 g of 93.6% pure isopentyl (3...